Dataset: the Open Reaction Database (ORD), a public repository of structured organic reaction records. Task: describe an organic reaction: reactants, conditions, products, and yield The solvent is CO (methanol). Reported procedure: The ester of Example 20 (0.470 g, 0.85 mmol) is dissolved in 100 mL of methanol. The solution is treated with 4.5 mL of 1N aqueous sodium hydroxide and stirred under reflux for 6 hours. Another 4.5 mL of 1N sodium hydroxide is added and reflux is continued for 24 hours. The methanol is evaporated in vacuo and the residue is dissolved in water. The solution is washed with ether, acidified with 3N hydrochloric acid and extracted with ethyl acetate (3×50 mL). The organic phase is dried (magnesium s... The reactants are [OH-].[Na+] (sodium hydroxide), O1COC2=C1C=CC(=C2)C(C(C(=O)OCC)NC(C(C2=CC=CC=C2)C2=CC=CC=C2)=O)C2=CC1=C(OCO1)C=C2 (3,3-Bis-benzo[1.3]dioxol-5-yl-2-diphenylacetylamino-propionic acid, ethyl ester), [OH-].[Na+] (sodium hydroxide). Yields the product O1COC2=C1C=CC(=C2)C(C(C(=O)O)NC(C(C2=CC=CC=C2)C2=CC=CC=C2)=O)C2=CC1=C(OCO1)C=C2 (3,3 -Bis-benzo[1,3]dioxol-5-yl -2-diphenylacetylamino-propionic acid). The yield is 91.5%. Conditions: time 24 hour. RXN SMILES: [O:1]1[C:5]2[CH:6]=[CH:7][C:8]([CH:10]([C:33]3[CH:41]=[CH:40][C:36]4[O:37][CH2:38][O:39][C:35]=4[CH:34]=3)[CH:11]([NH:17][C:18](=[O:32])[CH:19]([C:26]3[CH:31]=[CH:30][CH:29]=[CH:28][CH:27]=3)[C:20]3[CH:25]=[CH:24][CH:23]=[CH:22][CH:21]=3)[C:12]([O:14]CC)=[O:13])=[CH:9][C:4]=2[O:3][CH2:2]1.[OH-].[Na+]>CO>[O:1]1[C:5]2[CH:6]=[CH:7][C:8]([CH:10]([C:33]3[CH:41]=[CH:40][C:36]4[O:37][CH2:38][O:39][C:35]=4[CH:34]=3)[CH:11]([NH:17][C:18](=[O:32])[CH:19]([C:20]3[CH:25]=[CH:24][CH:23]=[CH:22][CH:21]=3)[C:26]3[CH:27]=[CH:28][CH:29]=[CH:30][CH:31]=3)[C:12]([OH:14])=[O:13])=[CH:9][C:4]=2[O:3][CH2:2]1 |f:1.2|. Product: O=C1C=CC(=O)N1C(=O)c1ccc(C(OCCCc2ccccc2)(c2ccccc2)c2cccc(OCCO)c2)cc1. The reactants are C1CCOC1, CN(C)c1ccncc1, C(=NC1CCCCC1)=NC1CCCCC1, O=C1C=CC(=O)N1, O=C(O)c1ccc(C(OCCCc2ccccc2)(c2ccccc2)c2cccc(OCCO)c2)cc1. RXN SMILES: [CH2:59]1[O:60][CH2:61][CH2:62][CH2:63]1.[CH3:64][N:65]([c:66]1[cH:67][cH:68][n:69][cH:70][cH:71]1)[CH3:72].[CH:37]1([N:38]=[C:39]=[N:40][CH:41]2[CH2:42][CH2:43][CH2:44][CH2:45][CH2:46]2)[CH2:47][CH2:48][CH2:49][CH2:50][CH2:51]1.[O:52]=[C:53]1[NH:54][C:55](=[O:56])[CH:57]=[CH:58]1.[OH:1][CH2:2][CH2:3][O:4][c:5]1[cH:6][c:7]([C:11]([c:12]2[cH:13][cH:14][c:15]([C:16](=[O:17])[OH:18])[cH:19][cH:20]2)([O:21][CH2:22][CH2:23][CH2:24][c:25]2[cH:26][cH:27][cH:28][cH:29][cH:30]2)[c:31]2[cH:32][cH:33][cH:34][cH:35][cH:36]2)[cH:8][cH:9][cH:10]1>>[OH:1][CH2:2][CH2:3][O:4][c:5]1[cH:6][c:7]([C:11]([c:12]2[cH:13][cH:14][c:15]([C:16](=[O:17])[N:54]3[C:53](=[O:52])[CH:58]=[CH:57][C:55]3=[O:56])[cH:19][cH:20]2)([O:21][CH2:22][CH2:23][CH2:24][c:25]2[cH:26][cH:27][cH:28][cH:29][cH:30]2)[c:31]2[cH:32][cH:33][cH:34][cH:35][cH:36]2)[cH:8][cH:9][cH:10]1. Starting materials: C([O-])([O-])=O.[K+].[K+] (potassium carbonate), C(=O)(OCC)N1C(C=2C(C1=O)=CC=CC2)=O (N-carbethoxyphthalimide), N[C@@H]1CC[C@H](CC1)O (Trans 4-aminocyclohexanol). The solvent is O (water). Conditions: time 16 hour. Product: O[C@@H]1CC[C@H](CC1)N1C(C2=CC=CC=C2C1=O)=O (trans-2-(4-hydroxycyclohexyl)-isoindole-1,3-dione). The yield is 69.9%. As a reaction SMILES: [NH2:1][C@H:2]1[CH2:7][CH2:6][C@H:5]([OH:8])[CH2:4][CH2:3]1.C(=O)([O-])[O-].[K+].[K+].C(N1[C:24](=[O:25])[C:23]2=[CH:26][CH:27]=[CH:28][CH:29]=[C:22]2[C:21]1=[O:30])(OCC)=O>O>[OH:8][C@H:5]1[CH2:6][CH2:7][C@H:2]([N:1]2[C:24](=[O:25])[C:23]3[C:22](=[CH:29][CH:28]=[CH:27][CH:26]=3)[C:21]2=[O:30])[CH2:3][CH2:4]1 |f:1.2.3|. Procedure: Trans 4-aminocyclohexanol (25 g, 0.22 mol) dissolved in water (350 mL) was added potassium carbonate (3.0 g, 0.022 mol) and N-carbethoxyphthalimide (47.6 g, 0.22 mol) and the reaction mixture was stirred for 16 hours. The white precipitate was filtered off, washed with water and dried to give 37.7 g (71%) of trans-2-(4-hydroxycyclohexyl)-isoindole-1,3-dione (J. Med. Chem. 1996, 39, 314-322). Product: C(C)(C)(C)N=NC(CCC(=O)O)(C)N=[N+]=[N-] (4-t-butylazo-4-azidovaleric acid). Procedure details: A mixture of 73.3 grams (0.223 moles) of n-butyl 4-t-butylazo-4-azidovalerate and 38.4 grams (0.24 moles) of 25% NaOH in a 250 ml. round bottom flask were warmed to 80° C in an oil bath. The mixture was stirred for 90 minutes at 80° C and then cooled to room temperature. It was then poured into 200 ml. of water and the aqueous solution extracted with 50 ml. of methylene chloride and the methylene chloride layer discarded. The aqueous solution was acidified with concentration HCl to a pH of 3 and... RXN SMILES: [C:1]([N:5]=[N:6][C:7]([N:18]=[N+:19]=[N-:20])([CH3:17])[CH2:8][CH2:9][C:10]([O:12]CCCC)=[O:11])([CH3:4])([CH3:3])[CH3:2].[OH-].[Na+]>>[C:1]([N:5]=[N:6][C:7]([N:18]=[N+:19]=[N-:20])([CH3:17])[CH2:8][CH2:9][C:10]([OH:12])=[O:11])([CH3:4])([CH3:2])[CH3:3] |f:1.2|. The yield is 94.7%. Run at temperature 80 celsius, time 90 minute. The reactants are C(C)(C)(C)N=NC(CCC(=O)OCCCC)(C)N=[N+]=[N-] (n-butyl 4-t-butylazo-4-azidovalerate), [OH-].[Na+] (NaOH). Reactants: CN1C(CCC1)=CC1=CC=C(C=C1)[N+](=O)[O-] (1-methyl-2-(4-nitrobenzylidene)pyrrolidine). Reagents/catalysts: [Pt].[H][H] (platinum hydrogen). Solvent: C(C)O (ethanol). Product: NC1=CC=C(CC2N(CCC2)C)C=C1 (2-(4-aminobenzyl)-1-methylpyrrolidine). Reaction SMILES: [CH3:1][N:2]1[CH2:6][CH2:5][CH2:4][C:3]1=[CH:7][C:8]1[CH:13]=[CH:12][C:11]([N+:14]([O-])=O)=[CH:10][CH:9]=1>C(O)C.[Pt].[H][H]>[NH2:14][C:11]1[CH:12]=[CH:13][C:8]([CH2:7][CH:3]2[CH2:4][CH2:5][CH2:6][N:2]2[CH3:1])=[CH:9][CH:10]=1 |f:2.3|. Reported procedure: Reduce 8.5 g of 1-methyl-2-(4-nitrobenzylidene)pyrrolidine in ethanol with platinum/hydrogen. Remove the catalyst and solvent and recrystallize from n-hexane to obtain 3.6 g (49% of theory) of title compound (m.p. 59° to 61°). Starting materials: C(C)[SiH](CC)CC (triethylsilane), FC1=C(OC=2C=C3C=NN(C3=CC2C=2C=NN(C2)C(=O)OC(C)(C)C)C)C=CC(=C1)NC(=O)C=1C(N(C(=CC1)C)C1=CC=C(C=C1)F)=O (tert-butyl 4-(5-(2-fluoro-4-(1-(4-fluorophenyl)-6-methyl-2-oxo-1,2-dihydropyridine-3-carboxamido)phenoxy)-1-methyl-1H-indazol-6-yl)-1H-pyrazole-1-carboxylate), C(=O)(C(F)(F)F)O (TFA). Solvent: C(Cl)Cl (DCM). Reaction conditions: time 1.5 hour. Product: FC=1C=C(C=CC1OC=1C=C2C=NN(C2=CC1C=1C=NNC1)C)NC(=O)C=1C(N(C(=CC1)C)C1=CC=C(C=C1)F)=O (N-(3-Fluoro-4-(1-methyl-6-(1H-pyrazol-4-yl)-1H-indazol-5-yloxy)phenyl)-1-(4-fluorophenyl)-6-methyl-2-oxo-1,2-dihydropyridine-3-carboxamide). Reaction SMILES: [F:1][C:2]1[CH:30]=[C:29]([NH:31][C:32]([C:34]2[C:35](=[O:48])[N:36]([C:41]3[CH:46]=[CH:45][C:44]([F:47])=[CH:43][CH:42]=3)[C:37]([CH3:40])=[CH:38][CH:39]=2)=[O:33])[CH:28]=[CH:27][C:3]=1[O:4][C:5]1[CH:6]=[C:7]2[C:11](=[CH:12][C:13]=1[C:14]1[CH:15]=[N:16][N:17](C(OC(C)(C)C)=O)[CH:18]=1)[N:10]([CH3:26])[N:9]=[CH:8]2.C([SiH](CC)CC)C.C(O)(C(F)(F)F)=O>C(Cl)Cl>[F:1][C:2]1[CH:30]=[C:29]([NH:31][C:32]([C:34]2[C:35](=[O:48])[N:36]([C:41]3[CH:42]=[CH:43][C:44]([F:47])=[CH:45][CH:46]=3)[C:37]([CH3:40])=[CH:38][CH:39]=2)=[O:33])[CH:28]=[CH:27][C:3]=1[O:4][C:5]1[CH:6]=[C:7]2[C:11](=[CH:12][C:13]=1[C:14]1[CH:15]=[N:16][NH:17][CH:18]=1)[N:10]([CH3:26])[N:9]=[CH:8]2. Procedure details: To a round bottom flask is added tert-butyl 4-(5-(2-fluoro-4-(1-(4-fluorophenyl)-6-methyl-2-oxo-1,2-dihydropyridine-3-carboxamido)phenoxy)-1-methyl-1H-indazol-6-yl)-1H-pyrazole-1-carboxylate (1.92 g, 2.94 mmol) and DCM (50 mL) followed by triethylsilane (1.88 mL, 11.77 mmol) and TFA (17.8 mL, 235.35 mmol). The reaction mixture is allowed to stir at RT for 1.5 hours. The solvent is removed and diluted into DCM (150 mL) and washed with saturated aqueous NaHCO3 solution (2×100 mL). The organic solu... Reaction SMILES: [CH3:1][n:2]1[c:3]([CH2:11][O:12][c:13]2[cH:14][cH:15][c:16]([Cl:19])[cH:17][cH:18]2)[cH:4][c:5]2[cH:6][cH:7][cH:8][cH:9][c:10]12.[CH3:26][CH2:27][O:28][CH2:29][CH3:30].[Cl:20][C:21](=[O:22])[C:23](=[O:24])[Cl:25]>>[CH3:1][n:2]1[c:3]([CH2:11][O:12][c:13]2[cH:14][cH:15][c:16]([Cl:19])[cH:17][cH:18]2)[c:4]([C:23]([C:21]([Cl:20])=[O:22])=[O:24])[c:5]2[cH:6][cH:7][cH:8][cH:9][c:10]12. The product is Cn1c(COc2ccc(Cl)cc2)c(C(=O)C(=O)Cl)c2ccccc21. Starting materials: Cn1c(COc2ccc(Cl)cc2)cc2ccccc21, CCOCC, O=C(Cl)C(=O)Cl. Reactants: BrC=1C=C(SC1Br)C(=O)O (4,5-dibromo-2-thiophenecarboxylic acid), NC(CNC(OC(C)(C)C)=O)C1=C(C=CC=C1)C(F)(F)F (1,1-dimethylethyl {2-amino-2-[2-(trifluoromethyl)phenyl]ethyl}carbamate), NC(CCNC(OC(C)(C)C)=O)CC1=CC=CC=C1 (1,1-dimethylethyl (3-amino-4-phenylbutyl)carbamate). The product is NCC(C1=C(C=CC=C1)C(F)(F)F)NC(=O)C=1SC=C(C1)C1=CC=NN1C (N-{2-amino-1-[2-(trifluoromethyl)phenyl]ethyl}-4-(1-methyl-1H-pyrazol-5-yl)-2-thiophenecarboxamide). Reaction SMILES: Br[C:2]1[CH:3]=[C:4]([C:8]([OH:10])=O)[S:5][C:6]=1Br.[NH2:11][CH:12]([C:22]1[CH:27]=[CH:26][CH:25]=[CH:24][C:23]=1[C:28]([F:31])([F:30])[F:29])[CH2:13][NH:14]C(=O)OC(C)(C)C.[NH2:32][CH:33](CC1C=CC=CC=1)[CH2:34][CH2:35][NH:36][C:37](=O)OC(C)(C)C>>[NH2:14][CH2:13][CH:12]([NH:11][C:8]([C:4]1[S:5][CH:6]=[C:2]([C:35]2[N:36]([CH3:37])[N:32]=[CH:33][CH:34]=2)[CH:3]=1)=[O:10])[C:22]1[CH:27]=[CH:26][CH:25]=[CH:24][C:23]=1[C:28]([F:29])([F:30])[F:31]. Procedure: The title compound was prepared as a white solid according to the procedure of Example 20, except substituting 4-bromo-2-thiophenecarboxylic acid (104 mg, 0.5 mmol) for 4,5-dibromo-2-thiophenecarboxylic acid and substituting 1,1-dimethylethyl {2-amino-2-[2-(trifluoromethyl)phenyl]ethyl}carbamate (152 mg, 0.5 mmol) [prepared according to the procedure of Preparation 16] for 1,1-dimethylethyl (3-amino-4-phenylbutyl)carbamate: LC-MS (ES) m/z 395 (M+H)+, 1H NMR (400 MHz, MeOD) δ ppm 3.36-3.39 (m, 1H... The reactants are NC=1SC2=C(N=C(N=C2N[C@@H](CO)C)S)N1 ((2R)-2-[(2-Amino-5-mercaptothiazolo[4,5-d]pyrimidin-7-yl)amino]-1-propanol), ClC1=C(N=NS1)CCl (5-chloro-4-(chloromethyl)-1,2,3-thiadiazole). Yields the product NC=1SC2=C(N=C(N=C2N[C@@H](CO)C)SCC=2N=NSC2Cl)N1 ((2R)-2-[[2-Amino-5-[[(5-chloro-1,2,3-thiadiazol-4-yl)methyl]thio]thiazolo[4,5-d]pyrimidin-7-yl]amino]-1-propanol). Reaction SMILES: [NH2:1][C:2]1[S:3][C:4]2[C:9]([NH:10][C@H:11]([CH3:14])[CH2:12][OH:13])=[N:8][C:7]([SH:15])=[N:6][C:5]=2[N:16]=1.[Cl:17][C:18]1[S:22][N:21]=[N:20][C:19]=1[CH2:23]Cl>>[NH2:1][C:2]1[S:3][C:4]2[C:9]([NH:10][C@H:11]([CH3:14])[CH2:12][OH:13])=[N:8][C:7]([S:15][CH2:23][C:19]3[N:20]=[N:21][S:22][C:18]=3[Cl:17])=[N:6][C:5]=2[N:16]=1. Procedure details: The titled compound was prepared from the product of example 4, step (b), and 5-chloro-4-(chloromethyl)-1,2,3-thiadiazole, using the method of example 4, step (c).